The task is: describe an organic reaction: reactants, conditions, products, and yield. This data is from the Open Reaction Database (ORD), a public repository of structured organic reaction records. The reactants are C(C1=CC=CC=C1)=O (benzaldehyde), OCC(O)CO (glycerol). Reagents/catalysts: C1(=CC=C(C=C1)S(=O)(=O)O)C (p-toluenesulfonic acid). Run at temperature 0 celsius. Yields the product C1(=CC=CC=C1)C1OCC(CO1)O (2-Phenyl-m-dioxan-5-ol). The yield is 21.1%. RXN SMILES: [CH:1](=[O:8])[C:2]1[CH:7]=[CH:6][CH:5]=[CH:4][CH:3]=1.[OH:9][CH2:10][CH:11]([CH2:13]O)[OH:12]>C1(C)C=CC(S(O)(=O)=O)=CC=1>[C:2]1([CH:1]2[O:9][CH2:10][CH:11]([OH:12])[CH2:13][O:8]2)[CH:7]=[CH:6][CH:5]=[CH:4][CH:3]=1. Procedure: A mixture of about 184 g of glycerol, about 212.03 g of benzaldehyde and about 3.6 g of p-toluenesulfonic acid was refluxed for about 5 hours, using a Dean-Stark trap. The mixture was then cooled at about 0° C. for about 17 hours and the solid collected and dissolved in about 1200 ml of warm toluene containing about one gram of sodium methoxide. This solution was washed with about 600 ml of dilute (about 1%) dibasic sodium phosphate and dried. Dilution with petroleum ether gave a solid which was... Reactants: O=C1CCC(C2=C1SC=C2)N (4,5,6,7-tetrahydro-7-oxobenzo[b]thiophen-4-amine), C(C1=CC=CC=C1)(=O)N=C=O (benzoyl isocyanate). Solvent: C(Cl)Cl (methylene chloride), C(Cl)Cl (methylene chloride). Conditions: time 8 hour. The product is C(C1=CC=CC=C1)(=O)NC(=O)NC1CCC(C=2SC=CC21)=O (1-Benzoyl-3-(4,5,6,7-tetrahydro-7-oxobenzo[b]-thien-4-yl)urea). Yield: 38.1%. As a reaction SMILES: [O:1]=[C:2]1[C:7]2[S:8][CH:9]=[CH:10][C:6]=2[CH:5]([NH2:11])[CH2:4][CH2:3]1.[C:12]([N:20]=[C:21]=[O:22])(=[O:19])[C:13]1[CH:18]=[CH:17][CH:16]=[CH:15][CH:14]=1>C(Cl)Cl>[C:12]([NH:20][C:21]([NH:11][CH:5]1[C:6]2[CH:10]=[CH:9][S:8][C:7]=2[C:2](=[O:1])[CH2:3][CH2:4]1)=[O:22])(=[O:19])[C:13]1[CH:18]=[CH:17][CH:16]=[CH:15][CH:14]=1. Procedure details: A solution of 4,5,6,7-tetrahydro-7-oxobenzo[b]thiophen-4-amine (8.02 g) in methylene chloride (75 ml) is added to a stirred solution of benzoyl isocyanate (7.0 g) in methylene chloride (75 ml) under a nitrogen atmosphere. The mixture is stirred for an overnight period at room temperature and the title compound is collected by filtration. Recrystallization of the crude product from acetone/hexane affords 5.7 g of the title compound, m.p. 204° to 207° C. Product: Cl.Cl.Cl.Cl.C(C=C)NCCCNC\C=C\CNCCCNC ((E)-1-Allyl-14-methyl-1,5,10,14-tetraazatetradec-7-ene tetrahydrochloride). Procedure details: A mixture of 0.6 g (0,916 mmol) of (E)-1-allyl-14-methyl-1,5,10,14-tetra-BOC-1,5,10,14-tetraazatetradec-7-ene and 9 ml of 3N methanolic hydrochloric acid is reacted analogously to Example 8. The resulting title compound melts at >260° C. 1H-NMR (D2O): δ2.07-2.17(m,4H); 2.73(s,3H); 3.12-3.19(m,8H); 3.69(d,2H); 3.77(d,4H); 5.48-5.55(m,2H); 5.83-5.98(m, 1H); 6.04-6.07 (m,2H). As a reaction SMILES: [CH2:1]([N:4](C(OC(C)(C)C)=O)[CH2:5][CH2:6][CH2:7][N:8](C(OC(C)(C)C)=O)[CH2:9]/[CH:10]=[CH:11]/[CH2:12][N:13](C(OC(C)(C)C)=O)[CH2:14][CH2:15][CH2:16][N:17](C)[C:18](OC(C)(C)C)=O)[CH:2]=[CH2:3].[ClH:47]>>[ClH:47].[ClH:47].[ClH:47].[ClH:47].[CH2:1]([NH:4][CH2:5][CH2:6][CH2:7][NH:8][CH2:9]/[CH:10]=[CH:11]/[CH2:12][NH:13][CH2:14][CH2:15][CH2:16][NH:17][CH3:18])[CH:2]=[CH2:3] |f:2.3.4.5.6|. Reactants: C(C=C)N(CCCN(C\C=C\CN(CCCN(C(=O)OC(C)(C)C)C)C(=O)OC(C)(C)C)C(=O)OC(C)(C)C)C(=O)OC(C)(C)C ((E)-1-allyl-14-methyl-1,5,10,14-tetra-BOC-1,5,10,14-tetraazatetradec-7-ene), Cl (hydrochloric acid). Reactants: [Cl-].COC=1C=C(C=CC1OC)C[N+]1=CC=C(C=C1)C(=O)N1CC2=CC=CC=C2CC1 (1-[(3,4-dimethoxyphenyl)methyl]-4-[(1,2,3,4-tetrahydro-2-isoquinolyl)carbonyl]pyridinium chloride). Reagents/catalysts: [Pt]=O (platinum oxide). The solvent is C(C)O (ethanol). Yields the product COC=1C=C(C=CC1OC)CN1CCC(CC1)C(=O)N1CC2=CC=CC=C2CC1 (2-[{1-[(3,4-Dimethoxyphenyl)methyl]-4-piperidyl}-carbonyl]-1,2,3,4-tetrahydroisoquinoline). Reaction SMILES: [Cl-].[CH3:2][O:3][C:4]1[CH:5]=[C:6]([CH2:12][N+:13]2[CH:18]=[CH:17][C:16]([C:19]([N:21]3[CH2:30][CH2:29][C:28]4[C:23](=[CH:24][CH:25]=[CH:26][CH:27]=4)[CH2:22]3)=[O:20])=[CH:15][CH:14]=2)[CH:7]=[CH:8][C:9]=1[O:10][CH3:11]>[Pt]=O.C(O)C>[CH3:2][O:3][C:4]1[CH:5]=[C:6]([CH2:12][N:13]2[CH2:14][CH2:15][CH:16]([C:19]([N:21]3[CH2:30][CH2:29][C:28]4[C:23](=[CH:24][CH:25]=[CH:26][CH:27]=4)[CH2:22]3)=[O:20])[CH2:17][CH2:18]2)[CH:7]=[CH:8][C:9]=1[O:10][CH3:11] |f:0.1|. Reported procedure: 6.5 g of 1-[(3,4-dimethoxyphenyl)methyl]-4-[(1,2,3,4-tetrahydro-2-isoquinolyl)carbonyl]pyridinium chloride, 300 ml of ethanol and 0.7 g of platinum oxide are introduced into a Parr bottle. Starting materials: C([O-])([O-])=O.[K+].[K+] (potassium carbonate), ClC1=NC=C(C(=N1)Cl)[N+](=O)[O-] (2,4-dichloro-5-nitropyrimidine), C1(CCCCC1)NCC(C(=O)OCC)(C)F (ethyl 3-(cyclohexylamino)-2-fluoro-2-methylpropanoate). Run in CC(=O)C (acetone), CC(=O)C (acetone). Run at time 18 hour. The product is ClC1=NC=C(C(=N1)N(CC(C(=O)OCC)(C)F)C1CCCCC1)[N+](=O)[O-] (Ethyl 3-((2-chloro-5-nitropyrimidin-4-yl)(cyclohexyl)amino)-2-fluoro-2-methylpropanoate). The yield is 102.7%. RXN SMILES: [Cl:1][C:2]1[N:7]=[C:6](Cl)[C:5]([N+:9]([O-:11])=[O:10])=[CH:4][N:3]=1.[CH:12]1([NH:18][CH2:19][C:20]([F:27])([CH3:26])[C:21]([O:23][CH2:24][CH3:25])=[O:22])[CH2:17][CH2:16][CH2:15][CH2:14][CH2:13]1.C(=O)([O-])[O-].[K+].[K+]>CC(C)=O>[Cl:1][C:2]1[N:7]=[C:6]([N:18]([CH:12]2[CH2:13][CH2:14][CH2:15][CH2:16][CH2:17]2)[CH2:19][C:20]([F:27])([CH3:26])[C:21]([O:23][CH2:24][CH3:25])=[O:22])[C:5]([N+:9]([O-:11])=[O:10])=[CH:4][N:3]=1 |f:2.3.4|. Procedure details: To a solution of 2,4-dichloro-5-nitropyrimidine (970 mg, 5 mmol) in anhydrous acetone (20 ml) at 0° C., was added dropwise a solution of ethyl 3-(cyclohexylamino)-2-fluoro-2-methylpropanoate (1.1 g, 4.76 mmol) in acetone (5 mL) over 10 min. After which, potassium carbonate (1.66 g, 12 mmol) was added and the whole was stirred at rt for 18 h. After evaporation in vacuo, the residue was partitioned between ethyl acetate (200 ml) and water (200 ml). The organic layer was washed with NaHCO3, brine a... Starting materials: CC1=C(N=C(O1)C1=CC=CC=C1)CCC(=O)O (3-(5-Methyl-2-phenyl-oxazol-4-yl)-propionic Acid), [BH4-].[Na+] (NaBH4), C[Si](C)(C)C=[N+]=[N-] (Trimethylsilyl diazomethane). The solvent is CO.C1(=CC=CC=C1)C (methanol toluene). Reaction conditions: time 4 hour. Product: EtOAc Hexanes, CC1=C(N=C(O1)C1=CC=CC=C1)CCCO (3-(5-Methyl-2-phenyl-oxazol-4-yl)-propan-1-ol). The yield is 71.3%. Reaction SMILES: [CH3:1][C:2]1[O:6][C:5]([C:7]2[CH:12]=[CH:11][CH:10]=[CH:9][CH:8]=2)=[N:4][C:3]=1[CH2:13][CH2:14][C:15](O)=[O:16].C[Si](C=[N+]=[N-])(C)C.[BH4-].[Na+]>CO.C1(C)C=CC=CC=1>[CH3:1][C:2]1[O:6][C:5]([C:7]2[CH:12]=[CH:11][CH:10]=[CH:9][CH:8]=2)=[N:4][C:3]=1[CH2:13][CH2:14][CH2:15][OH:16] |f:2.3,4.5|. Procedure details: Acid 1-3 (4.6 g, 20 mmol) was dissolved in 300 mL of a 1:1 mixture of methanol/toluene at 23° C. under N2 atmosphere. Trimethylsilyl diazomethane (20 mL, 40 mmol), added dropwise until color persisted and stirred for an additional 4 hours. Solvent was removed in vacuo and residue dried under vacuum for 1 hour. Residue was then redissolved in 300 mL methanol and placed under N2 atmosphere. NaBH4 (10 g, 264 mmol)and the reaction stirred for 4 hours. When complete, solvent was removed in vacuo and ... The reactants are O=C1C2CC3CC1CN(C3)C2, Nc1cncc(Br)c1. The product is Brc1cncc(NC2C3CC4CC2CN(C4)C3)c1. RXN SMILES: [N:1]12[CH2:2][CH:3]3[C:4](=[O:11])[CH:5]([CH2:6][CH:7]([CH2:8]1)[CH2:9]3)[CH2:10]2.[NH2:12][c:13]1[cH:14][n:15][cH:16][c:17]([Br:19])[cH:18]1>>[N:1]12[CH2:2][CH:3]3[CH:4]([NH:12][c:13]4[cH:14][n:15][cH:16][c:17]([Br:19])[cH:18]4)[CH:5]([CH2:6][CH:7]([CH2:8]1)[CH2:9]3)[CH2:10]2. The reactants are CC(C)(C)c1ccc(N)cc1, CC(C)O, FC(F)(F)c1cccnc1-c1ccc2c(Cl)nc(CCl)nc2c1. Product: CC(C)(C)c1ccc(Nc2nc(CCl)nc3cc(-c4ncccc4C(F)(F)F)ccc23)cc1. As a reaction SMILES: [C:24]([CH3:25])([CH3:26])([CH3:27])[c:28]1[cH:29][cH:30][c:31]([NH2:32])[cH:33][cH:34]1.[CH:35]([OH:36])([CH3:37])[CH3:38].[Cl:1][c:2]1[n:3][c:4]([CH2:22][Cl:23])[n:5][c:6]2[cH:7][c:8](-[c:12]3[n:13][cH:14][cH:15][cH:16][c:17]3[C:18]([F:19])([F:20])[F:21])[cH:9][cH:10][c:11]12>>[c:2]1([NH:32][c:31]2[cH:30][cH:29][c:28]([C:24]([CH3:25])([CH3:26])[CH3:27])[cH:34][cH:33]2)[n:3][c:4]([CH2:22][Cl:23])[n:5][c:6]2[cH:7][c:8](-[c:12]3[n:13][cH:14][cH:15][cH:16][c:17]3[C:18]([F:19])([F:20])[F:21])[cH:9][cH:10][c:11]12.